Dataset: the Open Reaction Database (ORD), a public repository of structured organic reaction records. Task: describe an organic reaction: reactants, conditions, products, and yield Starting materials: FC=1C=C(CN2N=CC(=C2)C2=CN(C3=NC=C(C=C32)C=3C=NC(=CC3)N3CCNCC3)S(=O)(=O)C3=CC=C(C)C=C3)C=CC1 (3-(1-(3-fluorobenzyl)-1H-pyrazol-4-yl)-5-(6-(piperazin-1-yl)pyridin-3-yl)-1-tosyl-1H-pyrrolo[2,3-b]pyridine), FC=1C=C(CN2N=CC(=C2)C2=CNC3=NC=C(C=C32)C=3C=NC(=CC3)N3CCN(CC3)C)C=CC1 (3-(1-(3-fluorobenzyl)-1H-pyrazol-4-yl)-5-(6-(4-methylpiperazin-1-yl)pyridin-3-yl)-1H-pyrrolo[2,3-b]pyridine), C[C@@H]1OC1 ((S)-2-methyloxirane). The solvent is C(C)O (ethanol). Product: FC=1C=C(CN2N=CC(=C2)C2=CN(C3=NC=C(C=C32)C=3C=CC(=NC3)N3CCN(CC3)C[C@H](C)O)S(=O)(=O)C3=CC=C(C)C=C3)C=CC1 ((S)-1-(4-(5-(3-(1-(3-fluorobenzyl)-1H-pyrazol-4-yl)-1-tosyl-1H-pyrrolo[2,3-b]pyridin-5-yl)pyridin-2-yl)piperazin-1-yl)propan-2-ol). The yield is 82.4%. As a reaction SMILES: [F:1][C:2]1[CH:3]=[C:4]([CH:42]=[CH:43][CH:44]=1)[CH2:5][N:6]1[CH:10]=[C:9]([C:11]2[C:19]3[C:14](=[N:15][CH:16]=[C:17]([C:20]4[CH:21]=[N:22][C:23]([N:26]5[CH2:31][CH2:30][NH:29][CH2:28][CH2:27]5)=[CH:24][CH:25]=4)[CH:18]=3)[N:13]([S:32]([C:35]3[CH:41]=[CH:40][C:38]([CH3:39])=[CH:37][CH:36]=3)(=[O:34])=[O:33])[CH:12]=2)[CH:8]=[N:7]1.FC1C=C(C=CC=1)CN1C=C(C2C3C(=NC=C(C4C=NC(N5CCN(C)CC5)=CC=4)C=3)NC=2)C=N1.[CH3:80][C@H:81]1[CH2:83][O:82]1>C(O)C>[F:1][C:2]1[CH:3]=[C:4]([CH:42]=[CH:43][CH:44]=1)[CH2:5][N:6]1[CH:10]=[C:9]([C:11]2[C:19]3[C:14](=[N:15][CH:16]=[C:17]([C:20]4[CH:25]=[CH:24][C:23]([N:26]5[CH2:31][CH2:30][N:29]([CH2:80][C@@H:81]([OH:82])[CH3:83])[CH2:28][CH2:27]5)=[N:22][CH:21]=4)[CH:18]=3)[N:13]([S:32]([C:35]3[CH:41]=[CH:40][C:38]([CH3:39])=[CH:37][CH:36]=3)(=[O:34])=[O:33])[CH:12]=2)[CH:8]=[N:7]1. Reported procedure: Using similar reaction conditions as described in step-i of example-82A, 3-(1-(3-fluorobenzyl)-1H-pyrazol-4-yl)-5-(6-(piperazin-1-yl)pyridin-3-yl)-1-tosyl-1H-pyrrolo[2,3-b]pyridine (step 1 compound of example 137) (100 mg, 0.164 mmol) was alkylated using (S)-2-methyloxirane (18 mg, 0.329 mmol) DIPEA (86 mg, 0.494 mmol) and ethanol (5 mL) to get 90 mg (81.8%) of the titled compound after purification by column (Silica gel 60/120) using 5% methanol in dichloromethane as eluent. MS: m/z=666.2 (M+1)...